Dataset: the Open Reaction Database (ORD), a public repository of structured organic reaction records. Task: describe an organic reaction: reactants, conditions, products, and yield The reactants are C(C)C1=NC2=C(N1CC1=CC=C(C=C1)C=1C(=CC=CC1)C(=O)OC(C)(C)C)C=C(C=C2C)C=2N=CN(C2)CCC(=O)N (tert.butyl 4'-[(2-ethyl-4-methyl-6-(1-(2-aminocarbonylethyl)-imidazol-4-yl)-benzimidazol-1-yl)-methyl]-biphenyl-2-carboxylate), FC(C(=O)O)(F)F (trifluoroacetic acid). The solvent is C(Cl)Cl (methylene chloride). The product is C(C)C1=NC2=C(N1CC1=CC=C(C=C1)C=1C(=CC=CC1)C(=O)O)C=C(C=C2C)C=2N=CN(C2)CCC(=O)N (4'-[(2-Ethyl-4-methyl-6-(1-(2-aminocarbonylethyl)-imidazol-4-yl)-benzimidazol-1-yl)-methyl]-biphenyl-2-carboxylic Acid). Reaction SMILES: [CH2:1]([C:3]1[N:7]([CH2:8][C:9]2[CH:14]=[CH:13][C:12]([C:15]3[C:16]([C:21]([O:23]C(C)(C)C)=[O:22])=[CH:17][CH:18]=[CH:19][CH:20]=3)=[CH:11][CH:10]=2)[C:6]2[CH:28]=[C:29]([C:33]3[N:34]=[CH:35][N:36]([CH2:38][CH2:39][C:40]([NH2:42])=[O:41])[CH:37]=3)[CH:30]=[C:31]([CH3:32])[C:5]=2[N:4]=1)[CH3:2].FC(F)(F)C(O)=O>C(Cl)Cl>[CH2:1]([C:3]1[N:7]([CH2:8][C:9]2[CH:14]=[CH:13][C:12]([C:15]3[C:16]([C:21]([OH:23])=[O:22])=[CH:17][CH:18]=[CH:19][CH:20]=3)=[CH:11][CH:10]=2)[C:6]2[CH:28]=[C:29]([C:33]3[N:34]=[CH:35][N:36]([CH2:38][CH2:39][C:40]([NH2:42])=[O:41])[CH:37]=3)[CH:30]=[C:31]([CH3:32])[C:5]=2[N:4]=1)[CH3:2]. Procedure: Prepared analogously to Example 88 from tert.butyl 4'-[(2-ethyl-4-methyl-6-(1-(2-aminocarbonylethyl)-imidazol-4-yl)-benzimidazol-1-yl)-methyl]-biphenyl-2-carboxylate and trifluoroacetic acid in methylene chloride. The reactants are CC=1C=C(C=CC1)NC=1C2=C(N=CN1)C=NC(=N2)N2CCC(CC2)N (4-[(3-Methylphenyl)amino]-6-(4-amino-1-piperidinyl)-pyrimido[5,4-d]pyrimidine), N#CBr (cyanogen bromide). Product: CC=1C=C(C=CC1)NC=1C2=C(N=CN1)C=NC(=N2)N2CCC(CC2)NC#N (4-[(3-Methylphenyl)amino]-6-(4-cyanoamino-1-piperidinyl)-pyrimido[5,4-d]pyrimidine). As a reaction SMILES: [CH3:1][C:2]1[CH:3]=[C:4]([NH:8][C:9]2[C:10]3[N:18]=[C:17]([N:19]4[CH2:24][CH2:23][CH:22]([NH2:25])[CH2:21][CH2:20]4)[N:16]=[CH:15][C:11]=3[N:12]=[CH:13][N:14]=2)[CH:5]=[CH:6][CH:7]=1.[N:26]#[C:27]Br>>[CH3:1][C:2]1[CH:3]=[C:4]([NH:8][C:9]2[C:10]3[N:18]=[C:17]([N:19]4[CH2:20][CH2:21][CH:22]([NH:25][C:27]#[N:26])[CH2:23][CH2:24]4)[N:16]=[CH:15][C:11]=3[N:12]=[CH:13][N:14]=2)[CH:5]=[CH:6][CH:7]=1. Reported procedure: Prepared from compound 61 of Example 1 by reaction with cyanogen bromide. Product: C#Cc1ccc(CN2CC(C(=O)OC)C2)cc1F. As a reaction SMILES: [CH3:30][OH:31].[Cs+:24].[F-:23].[F:1][c:2]1[cH:3][c:4]([CH2:5][N:6]2[CH2:7][CH:8]([C:10](=[O:11])[O:12][CH3:13])[CH2:9]2)[cH:14][cH:15][c:16]1[C:17]#[C:18][Si:19]([CH3:20])([CH3:21])[CH3:22].[O:25]=[CH:26][N:27]([CH3:28])[CH3:29]>>[F:1][c:2]1[cH:3][c:4]([CH2:5][N:6]2[CH2:7][CH:8]([C:10](=[O:11])[O:12][CH3:13])[CH2:9]2)[cH:14][cH:15][c:16]1[C:17]#[CH:18]. Starting materials: CO, [Cs+], [F-], COC(=O)C1CN(Cc2ccc(C#C[Si](C)(C)C)c(F)c2)C1, CN(C)C=O.